The task is: describe an organic reaction: reactants, conditions, products, and yield. This data is from the Open Reaction Database (ORD), a public repository of structured organic reaction records. Starting materials: Cc1ccc(N2CCN(C)CC2)c2c1CCC(NC(=O)c1ccc(N3CCOCC3)cc1)C2, CCO, O=C(O)c1ccccc1O. The product is Cc1ccc(N2CCN(C)CC2)c2c1CCC(NC(=O)c1ccc(N3CCOCC3)cc1)C2, O=C(O)c1ccccc1O. As a reaction SMILES: [CH3:1][c:2]1[c:3]2[c:8]([c:9]([N:12]3[CH2:13][CH2:14][N:15]([CH3:18])[CH2:16][CH2:17]3)[cH:10][cH:11]1)[CH2:7][CH:6]([NH:19][C:20]([c:21]1[cH:22][cH:23][c:24]([N:27]3[CH2:28][CH2:29][O:30][CH2:31][CH2:32]3)[cH:25][cH:26]1)=[O:33])[CH2:5][CH2:4]2.[CH3:44][CH2:45][OH:46].[OH:34][C:35](=[O:36])[c:37]1[cH:38][cH:39][cH:40][cH:41][c:42]1[OH:43]>>[CH3:1][c:2]1[c:3]2[c:8]([c:9]([N:12]3[CH2:13][CH2:14][N:15]([CH3:18])[CH2:16][CH2:17]3)[cH:10][cH:11]1)[CH2:7][CH:6]([NH:19][C:20]([c:21]1[cH:22][cH:23][c:24]([N:27]3[CH2:28][CH2:29][O:30][CH2:31][CH2:32]3)[cH:25][cH:26]1)=[O:33])[CH2:5][CH2:4]2.[O:34]=[C:35]([OH:36])[c:37]1[cH:38][cH:39][cH:40][cH:41][c:42]1[OH:43]. The reactants are C(C)(C)C1=CC=C(C=C1)C(C(C)C)=O (1-(4-isopropylphenyl)-2-methyl-1-propanone), C1(=CC=CC=C1)C(=O)C1CCCCC1 (cyclohexyl phenyl ketone), ketone 1-phenyl-2-methyl-1-propanone. Product: C1(=CC=CC=C1)C(C(C)(C)O)=O (1-phenyl-2-hydroxy-2-methyl-1-propanone), C(C)(C)C1=CC=C(C=C1)C(C(C)(C)O)=O (1-(4-isopropylphenyl)-2-hydroxy-2-methyl-1-propanone), C1(=CC=CC=C1)C(=O)C1(CCCCC1)O (1-hydroxycyclohexyl phenyl ketone). RXN SMILES: [CH:1]([C:4]1[CH:9]=[CH:8][C:7]([C:10](=[O:14])[CH:11]([CH3:13])[CH3:12])=[CH:6][CH:5]=1)([CH3:3])[CH3:2].[C:15]1([C:21]([CH:23]2[CH2:28][CH2:27][CH2:26][CH2:25][CH2:24]2)=[O:22])[CH:20]=[CH:19][CH:18]=[CH:17][CH:16]=1>>[C:7]1([C:10](=[O:14])[C:11]([OH:22])([CH3:13])[CH3:12])[CH:8]=[CH:9][CH:4]=[CH:5][CH:6]=1.[CH:1]([C:4]1[CH:9]=[CH:8][C:7]([C:10](=[O:14])[C:11]([OH:22])([CH3:13])[CH3:12])=[CH:6][CH:5]=1)([CH3:3])[CH3:2].[C:15]1([C:21]([C:23]2([OH:14])[CH2:24][CH2:25][CH2:26][CH2:27][CH2:28]2)=[O:22])[CH:20]=[CH:19][CH:18]=[CH:17][CH:16]=1. Reported procedure: A process of claim 1 wherein 1-phenyl-2-hydroxy-2-methyl-1-propanone, 1-(4-isopropylphenyl)-2-hydroxy-2-methyl-1-propanone or 1-hydroxycyclohexyl phenyl ketone is prepared by utilizing the corresponding ketone 1-phenyl-2-methyl-1-propanone, 1-(4-isopropylphenyl)-2-methyl-1-propanone or cyclohexyl phenyl ketone in said process.